From a dataset of the Open Reaction Database (ORD), a public repository of structured organic reaction records. describe an organic reaction: reactants, conditions, products, and yield Starting materials: Nc1nccc(N(CCCNC(=O)OCc2ccccc2)c2cc(-c3cc4ccccc4s3)c3[nH]ncc3c2)n1, CO, O=CO, [Pd]. Yields the product NCCCN(c1cc(-c2cc3ccccc3s2)c2[nH]ncc2c1)c1ccnc(N)n1. RXN SMILES: [CH2:1]([O:2][C:3](=[O:4])[NH:10][CH2:11][CH2:12][CH2:13][N:14]([c:15]1[cH:16][c:17]2[cH:18][n:19][nH:20][c:21]2[c:22](-[c:24]2[cH:25][c:26]3[c:27]([s:28]2)[cH:29][cH:30][cH:31][cH:32]3)[cH:23]1)[c:33]1[n:34][c:35]([NH2:39])[n:36][cH:37][cH:38]1)[c:5]1[cH:6][cH:7][cH:8][cH:9][cH:40]1.[CH3:44][OH:45].[CH:41]([OH:42])=[O:43].[Pd:46]>>[NH2:10][CH2:11][CH2:12][CH2:13][N:14]([c:15]1[cH:16][c:17]2[cH:18][n:19][nH:20][c:21]2[c:22](-[c:24]2[cH:25][c:26]3[c:27]([s:28]2)[cH:29][cH:30][cH:31][cH:32]3)[cH:23]1)[c:33]1[n:34][c:35]([NH2:39])[n:36][cH:37][cH:38]1. Reactants: C(C1=CC=CC=C1)N1CCC2(CC1)CN(C1=CC=CC(=C12)CNC(OC(C)(C)C)=O)C=1C2=C(N=CN1)CCC2CC (tert-Butyl (1′-benzyl-1-(5-ethyl-6,7-dihydro-5H-cyclopenta[d]pyrimidin-4-yl)spiro[indoline-3,4′-piperidine]-4-yl)methylcarbamate), C(=O)(C(F)(F)F)O.C(Cl)Cl (TFA DCM), C(=O)(OC(C)(C)C)N (BOC amine). Run at time 2 hour. Yields the product FC(C(=O)O)(F)F.FC(C(=O)O)(F)F.FC(C(=O)O)(F)F.C(C1=CC=CC=C1)N1CCC2(CC1)CN(C1=CC=CC(=C12)CN)C=1C2=C(N=CN1)CCC2CC ((1′-benzyl-1-(5-ethyl-6,7-dihydro-5H-cyclopenta[d]pyrimidin-4-yl)spiro[indoline-3,4′-piperidine]-4-yl)methanamine tris(2,2,2-trifluoroacetate)). The yield is 99.9%. RXN SMILES: [CH2:1]([N:8]1[CH2:13][CH2:12][C:11]2([C:21]3[C:16](=[CH:17][CH:18]=[CH:19][C:20]=3[CH2:22][NH:23]C(=O)OC(C)(C)C)[N:15]([C:31]3[C:32]4[CH:39]([CH2:40][CH3:41])[CH2:38][CH2:37][C:33]=4[N:34]=[CH:35][N:36]=3)[CH2:14]2)[CH2:10][CH2:9]1)[C:2]1[CH:7]=[CH:6][CH:5]=[CH:4][CH:3]=1.C(N)(OC(C)(C)C)=O.[C:50]([OH:56])([C:52]([F:55])([F:54])[F:53])=[O:51].C(Cl)Cl>>[F:53][C:52]([F:55])([F:54])[C:50]([OH:56])=[O:51].[F:53][C:52]([F:55])([F:54])[C:50]([OH:56])=[O:51].[F:53][C:52]([F:55])([F:54])[C:50]([OH:56])=[O:51].[CH2:1]([N:8]1[CH2:13][CH2:12][C:11]2([C:21]3[C:16](=[CH:17][CH:18]=[CH:19][C:20]=3[CH2:22][NH2:23])[N:15]([C:31]3[C:32]4[CH:39]([CH2:40][CH3:41])[CH2:38][CH2:37][C:33]=4[N:34]=[CH:35][N:36]=3)[CH2:14]2)[CH2:10][CH2:9]1)[C:2]1[CH:3]=[CH:4][CH:5]=[CH:6][CH:7]=1 |f:2.3,4.5.6.7|. Procedure details: tert-Butyl (1′-benzyl-1-(5-ethyl-6,7-dihydro-5H-cyclopenta[d]pyrimidin-4-yl)spiro[indoline-3,4′-piperidine]-4-yl)methylcarbamate (422 mg, 0.762 mmol) was dissolved in a 1:1 TFA/DCM solution (10 mL). After 2 hours at room temperature, the LCMS suggested complete deprotection of the BOC amine. The reaction was concentrated to (1′-benzyl-1-(5-ethyl-6,7-dihydro-5H-cyclopenta[d]pyrimidin-4-yl)spiro[indoline-3,4′-piperidine]-4-yl)methanamine tris(2,2,2-trifluoroacetate) (606 mg, 0.762 mmol, 99.9% yiel... The reactants are C[O-].[Na+] (sodium methoxide), C=1C=CC2=C(C1)C(=O)OC2(C=3C=CC(=CC3)O)C=4C=CC(=CC4)O (phenolphthalein), C(C1=CC=CC=C1)(C1=CC=CC=C1)(C1=CC=CC=C1)NC1=NOC(=C1)C(C(=O)OC)=O (Methyl 2-(3-tritylamino-5-isoxazolyl)-2-ketoacetate), CO[NH3+].[Cl-] (o-methylhydroxylamine hydrochloride). The solvent is CO (methanol), CO (MeOH). Reaction conditions: temperature 65 celsius, time 5 hour. Yields the product C(C1=CC=CC=C1)(C1=CC=CC=C1)(C1=CC=CC=C1)NC1=NOC(=C1)C(C(=O)OC)=NOC (Methyl 2-(3-Tritylamino-5-Isoxazolyl)-2-Methoxyiminoacetate), syn- and anti-methyloximes. Yield: 72.0%. Reaction SMILES: C[O-].[Na+].[CH3:4][O:5][NH3+:6].[Cl-].C1C=CC2C(C3C=CC(O)=CC=3)(C3C=CC(O)=CC=3)OC(=O)C=2C=1.[C:32]([NH:51][C:52]1[CH:56]=[C:55]([C:57](=O)[C:58]([O:60][CH3:61])=[O:59])[O:54][N:53]=1)([C:45]1[CH:50]=[CH:49][CH:48]=[CH:47][CH:46]=1)([C:39]1[CH:44]=[CH:43][CH:42]=[CH:41][CH:40]=1)[C:33]1[CH:38]=[CH:37][CH:36]=[CH:35][CH:34]=1>CO>[C:32]([NH:51][C:52]1[CH:56]=[C:55]([C:57](=[N:6][O:5][CH3:4])[C:58]([O:60][CH3:61])=[O:59])[O:54][N:53]=1)([C:33]1[CH:34]=[CH:35][CH:36]=[CH:37][CH:38]=1)([C:45]1[CH:50]=[CH:49][CH:48]=[CH:47][CH:46]=1)[C:39]1[CH:40]=[CH:41][CH:42]=[CH:43][CH:44]=1 |f:0.1,2.3|. Procedure details: A solution of sodium methoxide in methanol is added at room temperature, until a pink color persists, to 10.3 mg. (0.12 mmol) of o-methylhydroxylamine hydrochloride in dry MeOH containing a few crystals of phenolphthalein and 3 A molecular sieves. Methyl 2-(3-tritylamino-5-isoxazolyl)-2-ketoacetate (17.8 mg., 0.04 mmol) is then added and the reaction stirred at 65° C. for 5 hours. The sieves are removed by filtration and the filtrate concentrated to dryness under reduced pressure. After chromato... Reactants: C(C)(C)(C)OC(=O)NC1=CC=C(C=C1)SC1=C(C=C(C(=O)O)C=C1)NC=1C2=C(N=CN1)N=C(C(=C2)F)C(C)C (4-(4-(tert-Butoxycarbonylamino)phenylthio)-3-(6-fluoro-7-isopropylpyrido[2,3-d]pyrimidin-4-ylamino)benzoic acid), FC(C(=O)O)(F)F (trifluoroacetic acid). Run in C(Cl)Cl (CH2Cl2). Run at time 1 hour. The product is NC1=CC=C(C=C1)SC1=C(C=C(C(=O)O)C=C1)NC=1C2=C(N=CN1)N=C(C(=C2)F)C(C)C (4-(4-Aminophenylthio)-3-(6-fluoro-7-isopropylpyrido[2,3-d]pyrimidin-4-ylamino)benzoic acid). Yield: 69.1%. RXN SMILES: C(OC([NH:8][C:9]1[CH:14]=[CH:13][C:12]([S:15][C:16]2[CH:24]=[CH:23][C:19]([C:20]([OH:22])=[O:21])=[CH:18][C:17]=2[NH:25][C:26]2[C:27]3[CH:35]=[C:34]([F:36])[C:33]([CH:37]([CH3:39])[CH3:38])=[N:32][C:28]=3[N:29]=[CH:30][N:31]=2)=[CH:11][CH:10]=1)=O)(C)(C)C.FC(F)(F)C(O)=O>C(Cl)Cl>[NH2:8][C:9]1[CH:14]=[CH:13][C:12]([S:15][C:16]2[CH:24]=[CH:23][C:19]([C:20]([OH:22])=[O:21])=[CH:18][C:17]=2[NH:25][C:26]2[C:27]3[CH:35]=[C:34]([F:36])[C:33]([CH:37]([CH3:39])[CH3:38])=[N:32][C:28]=3[N:29]=[CH:30][N:31]=2)=[CH:11][CH:10]=1. Procedure details: The product of Example 451C (0.23 g, 0.4 mmo) in CH2Cl2 (4.6 mL) was treated with trifluoroacetic acid [TFA] (1.15 mL) dropwise at room temperature then stirred for 1 hour. The reaction mixture was concentrated. The residue was diluted with water, made basic with K2CO3, stirred at room temperature overnight. The pH was adjusted to pH 5-6 with 1N HCl stirred at room temperature for 1 hour, the resulting precipitate was collected by filtration, washed with water and i-Pr2O, and dried at 40° C. in ... The reactants are [Si](C)(C)(C(C)(C)C)O[C@@H]([C@H](CC1=CC(=CC(=C1)F)F)NC(C1=CC(=CC(=C1)C)C(=O)OC)=O)[C@@H]1N(C[C@@H](C1)OCCC)C(=O)OC(C)(C)C ((2R,4R)-tert-butyl 2-((1S,2S)-1-(tert-butyldimethylsilyloxy)-3-(3,5-difluorophenyl)-2-(3-(methoxycarbonyl)-5-methylbenzamido)propyl)-4-propoxypyrrolidine-1-carboxylate), [Li+].[OH-] (LiOH), FC=1C=C(C[C@@H]([C@H](O)[C@@H]2N(C[C@@H](C2)OCC=C)C(=O)OC(C)(C)C)C(=O)N2C(OC[C@@H]2CC2=CC=CC=C2)=O)C=C(C1)F ((2R,4R)-tert-butyl 2-((1S,2S)-2-(3,5-difluorobenzyl)-3-((S)-4-benzyl-2-oxooxazolidin-3-yl)-1-hydroxy-3-oxopropyl)-4-(allyloxy)pyrrolidine 1-carboxylate), C(C)(C)(C)OC(=O)N1[C@H](C[C@H](C1)OCCC)[C@H]([C@H](CC1=CC(=CC(=C1)F)F)NC(=O)C=1C=C(C(=O)O)C=C(C1)C)O[Si](C)(C)C(C)(C)C (3-(((1S,2S)-1-((2R,4R)-1-(tert-butoxycarbonyl)-4-propoxypyrrolidin-2-yl)-1-(tert-butyldimethylsilyloxy)-3-(3,5-difluorophenyl)propan-2-yl)carbamoyl)-5-methylbenzoic acid). The solvent is C1CCOC1 (THF), O (H2O), CO (MeOH), C(C)OCC (Ethyl ether). Conditions: time 2 hour. The product is C(CC)N(C(=O)C=1C=C(C(=O)O)C=CC1)CCC (3-(dipropylcarbamoyl)benzoic acid). RXN SMILES: F[C:2]1[CH:3]=C(C=C(F)[CH:42]=1)C[C@H](C(N1[C@@H](CC2C=CC=CC=2)COC1=O)=O)[C@@H]([C@H]1C[C@@H](OCC=C)CN1C(OC(C)(C)C)=O)O.C(OC(N1C[C@H](OCCC)C[C@@H]1[C@@H](O[Si](C(C)(C)C)(C)C)[C@@H:61]([NH:71][C:72]([C:74]1[CH:75]=[C:76]([CH:80]=[C:81](C)[CH:82]=1)[C:77]([OH:79])=[O:78])=[O:73])[CH2:62][C:63]1C=C(F)C=C(F)C=1)=O)(C)(C)C.[Si](O[C@H]([C@H]1C[C@@H](OCCC)CN1C(OC(C)(C)C)=O)[C@@H](NC(=O)C1C=C(C)C=C(C(OC)=O)C=1)CC1C=C(F)C=C(F)C=1)(C(C)(C)C)(C)C.[Li+].[OH-]>C1COCC1.O.C(OCC)C.CO>[CH2:42]([N:71]([CH2:61][CH2:62][CH3:63])[C:72]([C:74]1[CH:75]=[C:76]([CH:80]=[CH:81][CH:82]=1)[C:77]([OH:79])=[O:78])=[O:73])[CH2:2][CH3:3] |f:3.4|. Procedure: Step G (5): Preparation of 3-(((1S,2S)-1-((2R,4R)-1-(tert-butoxycarbonyl)-4-propoxypyrrolidin-2-yl)-1-(tert-butyldimethylsilyloxy)-3-(3,5-difluorophenyl)propan-2-yl)carbamoyl)-5-methylbenzoic acid. To a solution of (2R,4R)-tert-butyl 2-((1S,2S)-1-(tert-butyldimethylsilyloxy)-3-(3,5-difluorophenyl)-2-(3-(methoxycarbonyl)-5-methylbenzamido)propyl)-4-propoxypyrrolidine-1-carboxylate (Step G (4), 110 mg, 0.16 mmol) in THF (2 mL) was added a solution of LiOH (18 mg, 0.8 mmol) in H2O (0.4 mL). This re... Reactants: CO, Fc1ccc(Nc2ncnc3cc(OCCN4CCNCC4)c(OCC4CCCC4)cc23)cc1Cl, O=C1C=CCO1. Product: O=C1CC(N2CCN(CCOc3cc4ncnc(Nc5ccc(F)c(Cl)c5)c4cc3OCC3CCCC3)CC2)CO1. Reaction SMILES: [CH3:42][OH:43].[Cl:7][c:8]1[cH:9][c:10]([NH:15][c:16]2[n:17][cH:18][n:19][c:20]3[cH:21][c:22]([O:33][CH2:34][CH2:35][N:36]4[CH2:37][CH2:38][NH:39][CH2:40][CH2:41]4)[c:23]([O:26][CH2:27][CH:28]4[CH2:29][CH2:30][CH2:31][CH2:32]4)[cH:24][c:25]23)[cH:11][cH:12][c:13]1[F:14].[O:1]1[C:2](=[O:6])[CH:3]=[CH:4][CH2:5]1>>[O:1]1[C:2](=[O:6])[CH2:3][CH:4]([N:39]2[CH2:38][CH2:37][N:36]([CH2:35][CH2:34][O:33][c:22]3[cH:21][c:20]4[n:19][cH:18][n:17][c:16]([NH:15][c:10]5[cH:9][c:8]([Cl:7])[c:13]([F:14])[cH:12][cH:11]5)[c:25]4[cH:24][c:23]3[O:26][CH2:27][CH:28]3[CH2:29][CH2:30][CH2:31][CH2:32]3)[CH2:41][CH2:40]2)[CH2:5]1.